Dataset: the Open Reaction Database (ORD), a public repository of structured organic reaction records. Task: describe an organic reaction: reactants, conditions, products, and yield Starting materials: OC1=CC=2CC[C@H]3[C@@H]4CCC([C@@]4(C)CC[C@@H]3C2C=C1)=O (3-Hydroxy-oestra-1,3,5(10)-trien-17-one), ice water. The solvent is C(CC)(=O)OC(CC)=O (propionic anhydride), N1=CC=CC=C1 (pyridine). Run at time 1 hour. Product: C(CC)(=O)OC1=CC=2CC[C@H]3[C@@H]4CCC([C@@]4(C)CC[C@@H]3C2C=C1)=O (3-Propionyloxy-oestra-1,3,5(10)-trien-17-one). Isolated yield 173.9%. Reaction SMILES: [OH:1][C:2]1[CH:19]=[CH:18][C:17]2[C@@H:16]3[C@H:7]([C@H:8]4[C@@:12]([CH2:14][CH2:15]3)([CH3:13])[C:11](=[O:20])[CH2:10][CH2:9]4)[CH2:6][CH2:5][C:4]=2[CH:3]=1>N1C=CC=CC=1.C(OC(=O)CC)(=O)CC>[C:2]([O:1][C:2]1[CH:19]=[CH:18][C:17]2[C@@H:16]3[C@H:7]([C@H:8]4[C@@:12]([CH2:14][CH2:15]3)([CH3:13])[C:11](=[O:20])[CH2:10][CH2:9]4)[CH2:6][CH2:5][C:4]=2[CH:3]=1)(=[O:1])[CH2:3][CH3:4]. Procedure details: 3-Hydroxy-oestra-1,3,5(10)-trien-17-one (2 g) in pyridine (20 ml.) and propionic anhydride (20 ml) was allowed to stand at room temperature for 1 hour. The solution was poured into ice-water (250 ml) and the precipitated steroid was extracted into ethyl acetate. The organic solution was washed with sodium carbonate solution, then water, dried and the solvent was evaporated. Crystallisation from ethyl acetate gave the title compound (2.10 g, 88%). m.p. 134°-6°, [α]D + 136° (c. 1.03). Reactants: ClC1=C(C(=CC=C1)SC1=CC=C(C=C1)F)CC(=O)O (2-chloro-6-(p-fluorophenylthio)phenyl-acetic acid), polyphosphoric acid. Run in O (water). Reaction conditions: temperature 150 celsius, time 2 hour. Yields the product FC1=CC2=C(SC3=C(CC2=O)C(=CC=C3)Cl)C=C1 (2-fluoro-9-chloro-10,11-dihydrodibenzo[b,f]thiepin-11-one). The yield is 58.6%. As a reaction SMILES: [Cl:1][C:2]1[CH:7]=[CH:6][CH:5]=[C:4]([S:8][C:9]2[CH:14]=[CH:13][C:12]([F:15])=[CH:11][CH:10]=2)[C:3]=1[CH2:16][C:17]([OH:19])=O>O>[F:15][C:12]1[CH:11]=[CH:10][C:9]2[S:8][C:4]3[CH:5]=[CH:6][CH:7]=[C:2]([Cl:1])[C:3]=3[CH2:16][C:17](=[O:19])[C:14]=2[CH:13]=1. Procedure: To 1.0 g of 2-chloro-6-(p-fluorophenylthio)phenyl-acetic acid was added 10 g of polyphosphoric acid and the resulting mixture was stirred at 150° C. for 2 hours. After cooling, to the mixture was added water and the mixture was extracted with benzene. The extract was washed with water, dried over anhydrous sodium sulfate and freed of solvent under reduced pressure. The residue obtained was recrystallized from benzene-n-hexane to afford 0.55 g (58.8%) of 2-fluoro-9-chloro-10,11-dihydrodibenzo[b,f... Starting materials: Cc1cc(C)cc(-c2cccc(C)c2C=O)c1, CC#N, [O-][Cl+][O-], [Na+], [Na+], [Na+], OO, O=S([O-])[O-]. The product is Cc1cc(C)cc(-c2cccc(C)c2C(=O)O)c1. As a reaction SMILES: [CH3:1][c:2]1[c:3]([CH:16]=[O:17])[c:4](-[c:8]2[cH:9][c:10]([CH3:15])[cH:11][c:12]([CH3:14])[cH:13]2)[cH:5][cH:6][cH:7]1.[CH3:30][C:31]#[N:32].[Cl+:20]([O-:21])[O-:22].[Na+:23].[Na+:28].[Na+:29].[OH:18][OH:19].[S:24]([O-:25])([O-:26])=[O:27]>>[CH3:1][c:2]1[c:3]([C:16](=[O:17])[OH:21])[c:4](-[c:8]2[cH:9][c:10]([CH3:15])[cH:11][c:12]([CH3:14])[cH:13]2)[cH:5][cH:6][cH:7]1. Reactants: ice, C[C@@H](CC)O ((2S)-2-Butanol), FC1=C(C#N)C=C(C=C1)C=O (2-Fluoro-5-formylbenzonitrile), [H-].[Na+] (sodium hydride). Run in CN(C)C=O (DMF). Conditions: temperature 0 celsius, time 10 minute. Product: C(=O)C=1C=CC(=C(C#N)C1)O[C@H](CC)C (5-Formyl-2-{[(1S)-1-methylpropyl]oxy}benzonitrile). Isolated yield 8.3%. Reaction SMILES: [CH3:1][C@H:2]([OH:5])[CH2:3][CH3:4].[H-].[Na+].F[C:9]1[CH:16]=[CH:15][C:14]([CH:17]=[O:18])=[CH:13][C:10]=1[C:11]#[N:12]>CN(C=O)C>[CH:17]([C:14]1[CH:15]=[CH:16][C:9]([O:5][C@@H:2]([CH3:1])[CH2:3][CH3:4])=[C:10]([CH:13]=1)[C:11]#[N:12])=[O:18] |f:1.2|. Procedure details: (2S)-2-Butanol (0.99 g, 0.013 mol) was dissolved in DMF (50 ml) and the solution cooled to 0° C. To this was added sodium hydride, (60% dispersion in mineral oil, 1.54 g, 0.036 mol) in a portion-wise manner, the mixture was stirred at 0° C. for 10 minutes after complete addition. 2-Fluoro-5-formylbenzonitrile (2.0 g, 0.013 mol) was then added and the reaction mixture allowed to warm to room temperature (slowly within the ice bath) and the reaction mixture was stirred overnight at room temperatur... The reactants are C(CCC)(=O)C(C(=O)OCC)=CNC1=C(C=CC=C1)OC (Ethyl 2-butyryl-3-(2-methoxyphenylamino)acrylate), C1(=CC=CC=C1)OC1=CC=CC=C1 (diphenyl ether). Solvent: CCOCC (ether), petroleum ether. The product is C(CCC)(=O)C1=CNC2=C(C=CC=C2C1=O)OC (3-butyryl-8-methoxy-4-(1H)-quinolone), grey crystals. Yield: 63.1%. Reaction SMILES: [C:1]([C:6](=[CH:12][NH:13][C:14]1[CH:19]=[CH:18][CH:17]=[CH:16][C:15]=1[O:20][CH3:21])[C:7]([O:9]CC)=O)(=[O:5])[CH2:2][CH2:3][CH3:4].C1(OC2C=CC=CC=2)C=CC=CC=1>CCOCC>[C:1]([C:6]1[C:7](=[O:9])[C:19]2[C:14](=[C:15]([O:20][CH3:21])[CH:16]=[CH:17][CH:18]=2)[NH:13][CH:12]=1)(=[O:5])[CH2:2][CH2:3][CH3:4]. Reported procedure: Ethyl 2-butyryl-3-(2-methoxyphenylamino)acrylate (15.50 g, 0.053 mol) was added in portions to boiling diphenyl ether (400 ml) and the mixture heated under reflux for 1.5 hours. After cooling, the solution was diluted with ether and petroleum ether, filtered, and the solid washed with petroleum ether to give 3-butyryl-8-methoxy-4-(1H)-quinolone as light grey crystals (13.46 g, 63.1%). m.p. 200°-202°.